From a dataset of the Open Reaction Database (ORD), a public repository of structured organic reaction records. describe an organic reaction: reactants, conditions, products, and yield Reactants: ester, C(=O)([O-])[O-].[Na+].[Na+] (Na2CO3), CCCCCCCCCCCCCCCCCCCC(=O)N[C@H](CO[C@H]1[C@@H]([C@H]([C@@H]([C@H](O1)CO)O[C@H]2[C@@H]([C@H]([C@H]([C@H](O2)CO)O[C@H]3[C@@H]([C@H]([C@H]([C@H](O3)CO)O)O[C@H]4[C@@H]([C@H]([C@H]([C@H](O4)CO)O)O)O)NC(=O)C)O[C@@]5(C[C@@H]([C@H]([C@@H](O5)[C@@H]([C@@H](CO)O)O)NC(=O)C)O)C(=O)O)O)O)O)[C@H](/C=C/CCCCCCCCCCCCCCC)O (GM1 ganglioside), ester. Yields the product CCCCCCCCCCCCCCCCCC(=O)N[C@@H](CO[C@H]1[C@@H]([C@H]([C@@H]([C@H](O1)CO)O[C@H]2[C@@H]([C@H]([C@H]([C@H](O2)CO)O[C@H]3[C@@H]([C@H]([C@H]([C@H](O3)CO)O)O[C@H]4[C@@H]([C@H]([C@H]([C@H](O4)CO)O)O)O)NC(=O)C)O[C@@]5(C[C@@H]([C@H]([C@@H](O5)[C@@H]([C@@H](CO)O)O)NC(=O)C)O)C(=O)O)O)O)O)[C@@H](/C=C/CCCCCCCCCCCCC)O (ganglioside GM1). As a reaction SMILES: CC[CH2:3][CH2:4][CH2:5][CH2:6][CH2:7][CH2:8][CH2:9][CH2:10][CH2:11][CH2:12][CH2:13][CH2:14][CH2:15][CH2:16][CH2:17][CH2:18][CH2:19][C:20]([NH:22][C@@H:23]([C@@H:93]([OH:111])/[CH:94]=[CH:95]/[CH2:96][CH2:97][CH2:98][CH2:99][CH2:100][CH2:101][CH2:102][CH2:103][CH2:104][CH2:105][CH2:106][CH2:107][CH2:108]CC)[CH2:24][O:25][C@@H:26]1[O:31][C@H:30]([CH2:32][OH:33])[C@@H:29]([O:34][C@@H:35]2[O:40][C@H:39]([CH2:41][OH:42])[C@H:38]([O:43][C@@H:44]3[O:49][C@H:48]([CH2:50][OH:51])[C@H:47]([OH:52])[C@H:46]([O:53][C@@H:54]4[O:59][C@H:58]([CH2:60][OH:61])[C@H:57]([OH:62])[C@H:56]([OH:63])[C@H:55]4[OH:64])[C@H:45]3[NH:65][C:66]([CH3:68])=[O:67])[C@H:37]([O:69][C@@:70]3([C:87]([OH:89])=[O:88])[O:75][C@@H:74]([C@H:76]([OH:81])[C@H:77]([OH:80])[CH2:78][OH:79])[C@H:73]([NH:82][C:83]([CH3:85])=[O:84])[C@@H:72]([OH:86])[CH2:71]3)[C@H:36]2[OH:90])[C@H:28]([OH:91])[C@H:27]1[OH:92])=[O:21].C([O-])([O-])=O.[Na+].[Na+]>>[CH3:3][CH2:4][CH2:5][CH2:6][CH2:7][CH2:8][CH2:9][CH2:10][CH2:11][CH2:12][CH2:13][CH2:14][CH2:15][CH2:16][CH2:17][CH2:18][CH2:19][C:20]([NH:22][C@H:23]([C@H:93]([OH:111])/[CH:94]=[CH:95]/[CH2:96][CH2:97][CH2:98][CH2:99][CH2:100][CH2:101][CH2:102][CH2:103][CH2:104][CH2:105][CH2:106][CH2:107][CH3:108])[CH2:24][O:25][C@@H:26]1[O:31][C@H:30]([CH2:32][OH:33])[C@@H:29]([O:34][C@@H:35]2[O:40][C@H:39]([CH2:41][OH:42])[C@H:38]([O:43][C@@H:44]3[O:49][C@H:48]([CH2:50][OH:51])[C@H:47]([OH:52])[C@H:46]([O:53][C@@H:54]4[O:59][C@H:58]([CH2:60][OH:61])[C@H:57]([OH:62])[C@H:56]([OH:63])[C@H:55]4[OH:64])[C@H:45]3[NH:65][C:66]([CH3:68])=[O:67])[C@H:37]([O:69][C@@:70]3([C:87]([OH:89])=[O:88])[O:75][C@@H:74]([C@H:76]([OH:81])[C@H:77]([OH:80])[CH2:78][OH:79])[C@H:73]([NH:82][C:83]([CH3:85])=[O:84])[C@@H:72]([OH:86])[CH2:71]3)[C@H:36]2[OH:90])[C@H:28]([OH:91])[C@H:27]1[OH:92])=[O:21] |f:1.2.3|. Reported procedure: IR spectroscopic examination on KBr pellets shows the typical band of the ester at 1750 cm-1. Chromatographic analysis of the product carried out in the same way as in Example 1 shows the presence of a unitary compound with an Rf of 0.90 and the absence of GM1 ganglioside and its internal ester (Rf 0.65 and 0.75, respectively). Hydrolysis with Na2CO3 as described in Example 1 produces the ganglioside GM1.